From a dataset of the Open Reaction Database (ORD), a public repository of structured organic reaction records. describe an organic reaction: reactants, conditions, products, and yield Reactants: C1(=CC=CC=C1)COC1=CC=C(C=C1)CN1CCN(CCC1)CCC(=O)OC (methyl hexahydro-4-[[4-(phenylmethoxy)phenyl]methyl]-1H-1,4-diazepine-1-propanoate), [OH-].[Na+] (sodium hydroxide), Cl (hydrochloric acid). The solvent is O (water), CO (methanol). Conditions: time 2 hour. Yields the product C1(=CC=CC=C1)COC1=CC=C(C=C1)CN1CCN(CCC1)CCC(=O)O (hexahydro-4-[[4-(phenylmethoxy)phenyl]methyl]-1H-1,4-diazepine-1-propanoic acid). Yield: 100.5%. Reaction SMILES: [C:1]1([CH2:7][O:8][C:9]2[CH:14]=[CH:13][C:12]([CH2:15][N:16]3[CH2:22][CH2:21][CH2:20][N:19]([CH2:23][CH2:24][C:25]([O:27]C)=[O:26])[CH2:18][CH2:17]3)=[CH:11][CH:10]=2)[CH:6]=[CH:5][CH:4]=[CH:3][CH:2]=1.[OH-].[Na+].Cl>CO.O>[C:1]1([CH2:7][O:8][C:9]2[CH:10]=[CH:11][C:12]([CH2:15][N:16]3[CH2:22][CH2:21][CH2:20][N:19]([CH2:23][CH2:24][C:25]([OH:27])=[O:26])[CH2:18][CH2:17]3)=[CH:13][CH:14]=2)[CH:6]=[CH:5][CH:4]=[CH:3][CH:2]=1 |f:1.2|. Reported procedure: A solution of methyl hexahydro-4-[[4-(phenylmethoxy)phenyl]methyl]-1H-1,4-diazepine-1-propanoate (0.1 g, 0.27 mmol) in methanol (2 mL) was treated with aqueous sodium hydroxide (2M, 1 mL). After 2 hours at ambient temperature, the reaction was diluted with water, neutralized with 1 N hydrochloric acid, and extracted with n-butanol. The combined extracts were dried and concentrated to give 0.1 g of hexahydro-4-[[4-(phenylmethoxy)phenyl]methyl]-1H-1,4-diazepine-1-propanoic acid; 1H NMR (300 MHz, C...